This data is from the Open Reaction Database (ORD), a public repository of structured organic reaction records. The task is: describe an organic reaction: reactants, conditions, products, and yield Reactants: CC1=NC2=CC=CC=C2N=C1 (2-methylquinoxaline), C(C1=CC=CC=C1)(=O)OOC(C1=CC=CC=C1)=O (benzoyl peroxide), BrN1C(=O)N(C(=O)C1(C)C)Br (1,3-dibromo-5,5-dimethyl hydantoin). Solvent: C(Cl)(Cl)(Cl)Cl (carbon tetrachloride). Product: BrCC1=NC2=CC=CC=C2N=C1 (2-(Bromomethyl)quinoxaline). Reaction SMILES: [CH3:1][C:2]1[CH:11]=[N:10][C:9]2[C:4](=[CH:5][CH:6]=[CH:7][CH:8]=2)[N:3]=1.C(OOC(=O)C1C=CC=CC=1)(=O)C1C=CC=CC=1.[Br:30]N1C(C)(C)C(=O)N(Br)C1=O>C(Cl)(Cl)(Cl)Cl>[Br:30][CH2:1][C:2]1[CH:11]=[N:10][C:9]2[C:4](=[CH:5][CH:6]=[CH:7][CH:8]=2)[N:3]=1. Procedure: To a stirring solution of 2-methylquinoxaline (20.0 g, 155 mmol) and benzoyl peroxide (3 g, 12 mmol) in carbon tetrachloride (800 mL) was added 1,3-dibromo-5,5-dimethyl hydantoin (22 g, 77 mmol). The resulting mixture was irradiated with a spotlight (200 watt) for 1.5 hours. The mixture was cooled, filtered, and concentrated to afford crude product which was purified by HPLC (4:1 hexane/EtOAc) to yield 14.0 g (40%) of monobromomethyl product as a grey solid: 1H NMR (CDCl3): δ9.00 (s, 1H, ArH), 8...